Dataset: the Open Reaction Database (ORD), a public repository of structured organic reaction records. Task: describe an organic reaction: reactants, conditions, products, and yield Starting materials: C(CCCCC)P(OCC1=CC=CC=C1)=O (Hexylphosphinic acid, phenylmethyl ester), Cl.N[C@@H](CC1=CC=CC=C1)C(=O)N[C@@H](CC(C)C)C(=O)OCC1=CC=CC=C1 (L-phenylalanyl-L-leucine, phenylmethyl ester, hydrochloride salt). Product: C(CCCCC)P(=O)(N[C@@H](CC1=CC=CC=C1)C(=O)N[C@@H](CC(C)C)C(=O)OCC1=CC=CC=C1)OCC1=CC=CC=C1 (N-[N-[hexyl(phenylmethoxy)phosphinyl]-L-phenylalanyl]-L-leucine, phenylmethyl ester). RXN SMILES: [CH2:1]([PH:7](=[O:16])[O:8][CH2:9][C:10]1[CH:15]=[CH:14][CH:13]=[CH:12][CH:11]=1)[CH2:2][CH2:3][CH2:4][CH2:5][CH3:6].Cl.[NH2:18][C@H:19]([C:27]([NH:29][C@H:30]([C:35]([O:37][CH2:38][C:39]1[CH:44]=[CH:43][CH:42]=[CH:41][CH:40]=1)=[O:36])[CH2:31][CH:32]([CH3:34])[CH3:33])=[O:28])[CH2:20][C:21]1[CH:26]=[CH:25][CH:24]=[CH:23][CH:22]=1>>[CH2:1]([P:7]([O:8][CH2:9][C:10]1[CH:11]=[CH:12][CH:13]=[CH:14][CH:15]=1)([NH:18][C@H:19]([C:27]([NH:29][C@H:30]([C:35]([O:37][CH2:38][C:39]1[CH:40]=[CH:41][CH:42]=[CH:43][CH:44]=1)=[O:36])[CH2:31][CH:32]([CH3:34])[CH3:33])=[O:28])[CH2:20][C:21]1[CH:22]=[CH:23][CH:24]=[CH:25][CH:26]=1)=[O:16])[CH2:2][CH2:3][CH2:4][CH2:5][CH3:6] |f:1.2|. Reported procedure: Hexylphosphinic acid, phenylmethyl ester is reacted with L-phenylalanyl-L-leucine, phenylmethyl ester, hydrochloride salt according to the procedure of Example 1(c) to yield N-[N-[hexyl(phenylmethoxy)phosphinyl]-L-phenylalanyl]-L-leucine, phenylmethyl ester.